The task is: describe an organic reaction: reactants, conditions, products, and yield. This data is from the Open Reaction Database (ORD), a public repository of structured organic reaction records. Starting materials: COC(=O)CN1C(=O)c2c(cccc2C(F)(F)F)C2CN(C(=O)OC(C)(C)C)CC21, ClCCl, Cl, C1COCCO1, O=C(O)C(F)(F)F. Yields the product COC(=O)CN1C(=O)c2c(cccc2C(F)(F)F)C2CNCC21, Cl. As a reaction SMILES: [CH3:1][O:2][C:3]([CH2:4][N:5]1[C:6](=[O:29])[c:7]2[c:8]([C:25]([F:26])([F:27])[F:28])[cH:9][cH:10][cH:11][c:12]2[CH:13]2[CH:14]1[CH2:15][N:16]([C:18]([O:19][C:20]([CH3:21])([CH3:22])[CH3:23])=[O:24])[CH2:17]2)=[O:30].[Cl:45][CH2:46][Cl:47].[ClH:38].[O:39]1[CH2:40][CH2:41][O:42][CH2:43][CH2:44]1.[OH:31][C:32]([C:33]([F:34])([F:35])[F:36])=[O:37]>>[CH3:1][O:2][C:3]([CH2:4][N:5]1[C:6](=[O:29])[c:7]2[c:8]([C:25]([F:26])([F:27])[F:28])[cH:9][cH:10][cH:11][c:12]2[CH:13]2[CH:14]1[CH2:15][NH:16][CH2:17]2)=[O:30].[ClH:38]. Reactants: CCCCCCC(=O)Cl, NCC(=O)O, [Na+], [OH-], O. Yields the product CCCCCCC(=O)NCC(=O)O. As a reaction SMILES: [C:6]([CH2:7][CH2:8][CH2:9][CH2:10][CH2:11][CH3:12])(=[O:13])[Cl:14].[NH2:1][CH2:2][C:3]([OH:4])=[O:5].[Na+:16].[OH-:15].[OH2:17]>>[NH:1]([CH2:2][C:3]([OH:4])=[O:5])[C:6]([CH2:7][CH2:8][CH2:9][CH2:10][CH2:11][CH3:12])=[O:13]. Starting materials: ClCCC(=O)NC1=CC=2C(C3=CC(=CC=C3NC2C=C1)NC(CCCl)=O)=O (2,7-Bis(3-chloropropionamido)-9(10H)-acridone), N1CCCC1 (pyrrolidine). Yields the product N1(CCCC1)CCC(=O)NC1=CC=2C(C3=CC(=CC=C3NC2C=C1)NC(CCN1CCCC1)=O)=O (2,7-Bis[3-(pyrrolidino)propionamido]-9(10H)-acridone). RXN SMILES: Cl[CH2:2][CH2:3][C:4]([NH:6][C:7]1[CH:20]=[CH:19][C:18]2[NH:17][C:16]3[C:11](=[CH:12][C:13]([NH:21][C:22](=[O:26])[CH2:23][CH2:24]Cl)=[CH:14][CH:15]=3)[C:10](=[O:27])[C:9]=2[CH:8]=1)=[O:5].[NH:28]1[CH2:32][CH2:31][CH2:30][CH2:29]1>>[N:28]1([CH2:2][CH2:3][C:4]([NH:6][C:7]2[CH:20]=[CH:19][C:18]3[NH:17][C:16]4[C:11](=[CH:12][C:13]([NH:21][C:22](=[O:26])[CH2:23][CH2:24][N:28]5[CH2:32][CH2:31][CH2:30][CH2:29]5)=[CH:14][CH:15]=4)[C:10](=[O:27])[C:9]=3[CH:8]=2)=[O:5])[CH2:32][CH2:31][CH2:30][CH2:29]1. Procedure details: Chloroamide 13 (400 mg, 1.0 mmol) was treated with pyrrolidine (3 mL) according to the general aminolysis procedure to give the desired product BR-ACO-16 (348.mg, 74.4%) as a dark yellow solid. Reactants: C(C)(=O)NC=1C=C2C(C(=O)N(C2=O)C(CC(=O)O)C2=CC(=C(C=C2)OC)OCC)=CC1 (3-(4-acetoamidophthalimido)-3-(3-ethoxy-4-methoxyphenyl)propanoic acid), C(=O)(N1C=NC=C1)N1C=NC=C1 (carbonyldiimidazole), Cl.NO (hydroxylamine hydrochloride). Run in O1CCCC1 (tetrahydrofuran). Product: C(C)(=O)NC=1C=C2C(C(=O)N(C2=O)C(CC(=O)NO)C2=CC(=C(C=C2)OC)OCC)=CC1 (3-(4-acetoamidophthalimido)-3-(3-ethoxy-4-methoxyphenyl)-N-hydroxypropionamide). Isolated yield 43.4%. Reaction SMILES: [C:1]([NH:4][C:5]1[CH:6]=[C:7]2[C:12](=[O:13])[N:11]([CH:14]([C:19]3[CH:24]=[CH:23][C:22]([O:25][CH3:26])=[C:21]([O:27][CH2:28][CH3:29])[CH:20]=3)[CH2:15][C:16](O)=[O:17])[C:9](=[O:10])[C:8]2=[CH:30][CH:31]=1)(=[O:3])[CH3:2].C(N1C=CN=C1)(N1C=CN=C1)=O.Cl.[NH2:45][OH:46]>O1CCCC1>[C:1]([NH:4][C:5]1[CH:6]=[C:7]2[C:12](=[O:13])[N:11]([CH:14]([C:19]3[CH:24]=[CH:23][C:22]([O:25][CH3:26])=[C:21]([O:27][CH2:28][CH3:29])[CH:20]=3)[CH2:15][C:16]([NH:45][OH:46])=[O:17])[C:9](=[O:10])[C:8]2=[CH:30][CH:31]=1)(=[O:3])[CH3:2] |f:2.3|. Procedure: 3-(4-Acetoamidophthalimido)-3-(3-ethoxy-4-methoxyphenyl)-N-hydroxypropionamide was prepared by the procedure of Example 1 from 3-(4-acetoamidophthalimido)-3-(3-ethoxy-4-methoxyphenyl)propanoic acid (2.0 g, 4.7 mmol), carbonyldiimidazole (836 mg, 5.16 mmol) and hydroxylamine hydrochloride (391 mg, 5.63 mmol) in tetrahydrofuran (8 mL) to afford 3-(4-acetoamidophthalimido)-3-(3-ethoxy-4-methoxyphenyl)-N-hydroxypropionamide as a yellow solid (0.9 g, 43% yield): mp, 138.0–140.0° C.; 1H NMR (DMSO-d6) ... Procedure details: To a solution of (±)-2-hydroxy-3-(7-methyl-2-((2-(trimethylsilyl)ethoxy)methyl)-2H-indazol-5-yl)-1-(4-(piperidin-1-yl)piperidin-1-yl)propan-1-one (130 mg, 0.26 mmol) and diisopropylethylamine (91 μL, 0.52 mmol) in dichloromethane (1 mL) at 0° C. was added 4-nitrophenyl-chloroformate (57.6 mg, 1.10 equiv). The ice bath was removed and stirring continued for 4 h. The reaction was treated with a solution of 3-(piperidin-4-yl)quinolin-2(1H)-one (88.9 mg, 1.50 equiv) and diisopropylethylamine (91 μL,... Run in ClCCl (dichloromethane). RXN SMILES: [OH:1][CH:2]([CH2:17][C:18]1[CH:26]=[C:25]([CH3:27])[C:24]2[C:20](=[CH:21][N:22]([CH2:28][O:29][CH2:30][CH2:31][Si:32]([CH3:35])([CH3:34])[CH3:33])[N:23]=2)[CH:19]=1)[C:3]([N:5]1[CH2:10][CH2:9][CH:8]([N:11]2[CH2:16][CH2:15][CH2:14][CH2:13][CH2:12]2)[CH2:7][CH2:6]1)=[O:4].C(N(C(C)C)CC)(C)C.[NH:45]1[CH2:50][CH2:49][CH:48]([C:51]2[C:52](=[O:61])[NH:53][C:54]3[C:59]([CH:60]=2)=[CH:58][CH:57]=[CH:56][CH:55]=3)[CH2:47][CH2:46]1.O.ClCCl.CN(C)[CH:68]=[O:69]>ClCCl>[O:61]=[C:52]1[C:51]([CH:48]2[CH2:47][CH2:46][N:45]([C:68]([O:1][CH:2]([CH2:17][C:18]3[CH:26]=[C:25]([CH3:27])[C:24]4[C:20](=[CH:21][N:22]([CH2:28][O:29][CH2:30][CH2:31][Si:32]([CH3:33])([CH3:35])[CH3:34])[N:23]=4)[CH:19]=3)[C:3](=[O:4])[N:5]3[CH2:10][CH2:9][CH:8]([N:11]4[CH2:16][CH2:15][CH2:14][CH2:13][CH2:12]4)[CH2:7][CH2:6]3)=[O:69])[CH2:50][CH2:49]2)=[CH:60][C:59]2[C:54](=[CH:55][CH:56]=[CH:57][CH:58]=2)[NH:53]1 |f:3.4|. The reactants are O.ClCCl (water dichloromethane), OC(C(=O)N1CCC(CC1)N1CCCCC1)CC1=CC2=CN(N=C2C(=C1)C)COCC[Si](C)(C)C ((±)-2-hydroxy-3-(7-methyl-2-((2-(trimethylsilyl)ethoxy)methyl)-2H-indazol-5-yl)-1-(4-(piperidin-1-yl)piperidin-1-yl)propan-1-one), C(C)(C)N(CC)C(C)C (diisopropylethylamine), 4-nitrophenyl-chloroformate, N1CCC(CC1)C=1C(NC2=CC=CC=C2C1)=O (3-(piperidin-4-yl)quinolin-2(1H)-one), C(C)(C)N(CC)C(C)C (diisopropylethylamine), CN(C=O)C (dimethylformamide). Run at time 4 hour. Yields the product O=C1NC2=CC=CC=C2C=C1C1CCN(CC1)C(=O)OC(C(N1CCC(CC1)N1CCCCC1)=O)CC1=CC2=CN(N=C2C(=C1)C)COCC[Si](C)(C)C ((±)-3-(7-Methyl-2-((2-(trimethylsilyl)ethoxy)methyl)-2H-indazol-5-yl)-1-oxo-1-(4-(piperidin-1-yl)piperidin-1-yl)propan-2-yl 4-(2-oxo-1,2-dihydroquinolin-3-yl)piperidine-1-carboxylate). Reactants: Cl, Cc1cnc(O)c2cccc(NC3CCC(NC(=O)OC(C)(C)C)CC3)c12. Yields the product Cl, Cc1cnc(O)c2cccc(NC3CCC(N)CC3)c12. As a reaction SMILES: [ClH:1].[OH:2][c:3]1[n:4][cH:5][c:6]([CH3:28])[c:7]2[c:8]([NH:13][CH:14]3[CH2:15][CH2:16][CH:17]([NH:20][C:21]([O:22][C:23]([CH3:24])([CH3:25])[CH3:26])=[O:27])[CH2:18][CH2:19]3)[cH:9][cH:10][cH:11][c:12]12>>[ClH:1].[OH:2][c:3]1[n:4][cH:5][c:6]([CH3:28])[c:7]2[c:8]([NH:13][CH:14]3[CH2:15][CH2:16][CH:17]([NH2:20])[CH2:18][CH2:19]3)[cH:9][cH:10][cH:11][c:12]12. The reactants are ClC1=CC(=C(C=C1)N1C(=NC=C1)C(C)C)[N+](=O)[O-] (1-(4-chloro-2-nitrophenyl)-2-isopropyl-1H-imidazole), [OH-].[Na+] (sodium hydroxide), O.O.[Sn](Cl)Cl (tin (II) chloride dihydrate), C(C)O (ethanol). Run in C(Cl)(Cl)Cl (chloroform). The product is ClC=1C=CC(=C(N)C1)N1C(=NC=C1)C(C)C (5-Chloro-2-(2-isopropyl-1H-imidazol-1-yl)aniline). RXN SMILES: [Cl:1][C:2]1[CH:7]=[CH:6][C:5]([N:8]2[CH:12]=[CH:11][N:10]=[C:9]2[CH:13]([CH3:15])[CH3:14])=[C:4]([N+:16]([O-])=O)[CH:3]=1.O.O.[Sn](Cl)Cl.C(O)C.[OH-].[Na+]>C(Cl)(Cl)Cl>[Cl:1][C:2]1[CH:7]=[CH:6][C:5]([N:8]2[CH:12]=[CH:11][N:10]=[C:9]2[CH:13]([CH3:15])[CH3:14])=[C:4]([CH:3]=1)[NH2:16] |f:1.2.3,5.6|. Reported procedure: A mixture of 1-(4-chloro-2-nitrophenyl)-2-isopropyl-1H-imidazole as synthesized in above Production Example 7, 0.98 g, tin (II) chloride dihydrate 4.16 g and ethanol 8.8 mL was heated under reflux for 2.7 hours. Neutralizing the reaction liquid with 2N aqueous sodium hydroxide solution under cooling with ice, chloroform was added to the reaction liquid and filtered through Celite. The Celite was washed with chloroform, transferred into a separating funnel and extracted twice with chloroform. The... Reactants: O(C1=CC=CC=C1)CCCl (phenoxyethylchloride), CN1C(C2(CCNCC2)C2=CC=CC=C12)=O (1-methyl-2-oxo-indoline-3-spiro-4'-piperidine), C([O-])([O-])=O.[K+].[K+] (potassium carbonate), [I-].[K+] (potassium iodide). Run in CN(C=O)C (dimethylformamide), O (water). Reaction conditions: time 5 hour. Yields the product Cl.O(C1=CC=CC=C1)CCN1CCC2(CC1)C(N(C1=CC=CC=C12)C)=O (1'-(2-phenoxyethyl)-1-methyl-2-oxo-indoline-3-spiro-4'-piperidine hydrochloride). As a reaction SMILES: [O:1]([CH2:8][CH2:9][Cl:10])[C:2]1[CH:7]=[CH:6][CH:5]=[CH:4][CH:3]=1.[CH3:11][N:12]1[C:25]2[C:20](=[CH:21][CH:22]=[CH:23][CH:24]=2)[C:14]2([CH2:19][CH2:18][NH:17][CH2:16][CH2:15]2)[C:13]1=[O:26].C(=O)([O-])[O-].[K+].[K+].[I-].[K+]>O.CN(C)C=O>[ClH:10].[O:1]([CH2:8][CH2:9][N:17]1[CH2:18][CH2:19][C:14]2([C:20]3[C:25](=[CH:24][CH:23]=[CH:22][CH:21]=3)[N:12]([CH3:11])[C:13]2=[O:26])[CH2:15][CH2:16]1)[C:2]1[CH:7]=[CH:6][CH:5]=[CH:4][CH:3]=1 |f:2.3.4,5.6,9.10|. Procedure: A mixture of 1.63 g of phenoxyethylchloride, 1.5 g of 1-methyl-2-oxo-indoline-3-spiro-4'-piperidine, 1.44 g of anhydrous potassium carbonate, 0.1 g of potassium iodide and 30 ml of dimethylformamide was stirred at 90°-100° C. for 5 hours. The resulting mixture was poured into water and was extracted with diethylether. The extract was washed with water, dried over anhydrous sodium sulfate and concentrated in vacuo. Thus obtained oil was treated with hydrochloric acid to give 1'-(2-phenoxyethyl)-1...